Dataset: the Open Reaction Database (ORD), a public repository of structured organic reaction records. Task: describe an organic reaction: reactants, conditions, products, and yield The reactants are [Br-].C(=O)(O)CCCCC[P+](C1=CC=CC=C1)(C1=CC=CC=C1)C1=CC=CC=C1 (5-carboxypentyltriphenyl phosphonium bromide), CS(=O)C (dimethylsulfoxide), [H-].[Na+] (sodium hydride), C(C1=CC=CC=C1)(=O)C=1C=NC=CC1 (3-benzoylpyridine). Solvent: O1CCCC1 (tetrahydrofuran), O (water). Conditions: temperature 80 celsius, time 5 minute. Yields the product ( E ), N1=CC(=CC=C1)\C(=C/CCCCC(=O)O)\C1=CC=CC=C1 ((Z)-7-(3-pyridyl)-7-phenyl-6-heptenoic acid). The yield is 80.0%. RXN SMILES: CS(C)=O.[H-].[Na+].[Br-].[C:8]([CH2:11][CH2:12][CH2:13][CH2:14][CH2:15][P+](C1C=CC=CC=1)(C1C=CC=CC=1)C1C=CC=CC=1)([OH:10])=[O:9].[C:35]([C:43]1[CH:44]=[N:45][CH:46]=[CH:47][CH:48]=1)(=O)[C:36]1[CH:41]=[CH:40][CH:39]=[CH:38][CH:37]=1>O.O1CCCC1>[N:45]1[CH:46]=[CH:47][CH:48]=[C:43](/[C:35](/[C:36]2[CH:41]=[CH:40][CH:39]=[CH:38][CH:37]=2)=[CH:15]\[CH2:14][CH2:13][CH2:12][CH2:11][C:8]([OH:10])=[O:9])[CH:44]=1 |f:1.2,3.4|. Procedure details: To dimethylsulfoxide (40 ml) was added dropwise sodium hydride (1.0 g), and the mixture was heated at 80° C. for 30 minutes. The reaction mixture was cooled to room temperature, to which was added 5-carboxypentyltriphenyl phosphonium bromide (9.5 g, 21 mmoles) and the mixture was stirred for 5 minutes. To the reaction mixture was added a tetrahydrofuran solution (10 ml) of 3.7 g (0.02 mole) of 3-benzoylpyridine. The mixture was stirred for 30 minutes at room temperature, followed by addition of ... Reactants: COC(COC1=C(C(=C(C=C1)C(C)=O)OCCCOC1=C(C(=C(C=C1Br)C(C)=O)O)CCC)CCC)=O ([4-acetyl-3-[3-(4-acetyl-6-bromo-3-hydroxy-2-propylphenoxy)propoxy]-2-propylphenoxy]acetic acid methyl ester), [OH-].[Na+] (sodium hydroxide). Solvent: C(C)(=O)OCC (ethyl acetate), CO (methanol). Reaction conditions: time 16 hour. The product is C(C)(=O)C1=C(C(=C(OCC(=O)O)C=C1)CCC)OCCCOC1=C(C(=C(C=C1Br)C(C)=O)O)CCC ([4-acetyl-3-[3-(4-acetyl-6-bromo-3-hydroxy-2-propylphenoxy)propoxy]-2-propylphenoxy]acetic acid). Isolated yield 47.8%. As a reaction SMILES: C[O:2][C:3](=[O:37])[CH2:4][O:5][C:6]1[CH:11]=[CH:10][C:9]([C:12](=[O:14])[CH3:13])=[C:8]([O:15][CH2:16][CH2:17][CH2:18][O:19][C:20]2[C:25]([Br:26])=[CH:24][C:23]([C:27](=[O:29])[CH3:28])=[C:22]([OH:30])[C:21]=2[CH2:31][CH2:32][CH3:33])[C:7]=1[CH2:34][CH2:35][CH3:36].[OH-].[Na+]>CO.C(OCC)(=O)C>[C:12]([C:9]1[CH:10]=[CH:11][C:6]([O:5][CH2:4][C:3]([OH:37])=[O:2])=[C:7]([CH2:34][CH2:35][CH3:36])[C:8]=1[O:15][CH2:16][CH2:17][CH2:18][O:19][C:20]1[C:25]([Br:26])=[CH:24][C:23]([C:27](=[O:29])[CH3:28])=[C:22]([OH:30])[C:21]=1[CH2:31][CH2:32][CH3:33])(=[O:14])[CH3:13] |f:1.2|. Procedure: To a solution of 2.1 g (0.0037 mol) of [4-acetyl-3-[3-(4-acetyl-6-bromo-3-hydroxy-2-propylphenoxy)propoxy]-2-propylphenoxy]acetic acid methyl ester in 50 ml of methanol was added 50 ml (0.05 mol) of 1N sodium hydroxide. The mixture was stirred at 25° for 16 hours and acidified to pH 4. The gummy precipitate was dissolved in ethyl acetate and washed with sodium choloride solution. The gummy solid obtained on concentration of the ethyl acetate was purified by C18 reverse phase column chromatograph...